This data is from the Open Reaction Database (ORD), a public repository of structured organic reaction records. The task is: describe an organic reaction: reactants, conditions, products, and yield The reactants are NC1=NC(=CC(=N1)N1CCC2(C[C@H](N(C2)C(=O)OC(C)(C)C)C(=O)OCC)CC1)COC1=CC=C(C=C1)Br ((S)-2-tert-butyl 3-ethyl 8-(2-amino-6-((4-bromophenoxy)methyl)pyrimidin-4-yl)-2,8-diazaspiro[4.5]decane-2,3-dicarboxylate), CC1=NNC2=CC(=CC=C12)B1OC(C(O1)(C)C)(C)C (3-methyl-6-(4,4,5,5-tetramethyl-1,3,2-dioxaborolan-2-yl)-1H-indazole), C(=O)([O-])[O-].[Na+].[Na+] (Na2CO3). The reagents and catalysts are C1=CC=C(C=C1)P([C-]2C=CC=C2)C3=CC=CC=C3.C1=CC=C(C=C1)P([C-]2C=CC=C2)C3=CC=CC=C3.Cl[Pd]Cl.[Fe+2] (Pd(dppf)Cl2). Run in O1CCOCC1 (dioxane). Product: NC1=NC(=CC(=N1)N1CCC2(C[C@H](N(C2)C(=O)OC(C)(C)C)C(=O)OCC)CC1)COC1=CC=C(C=C1)C1=CC=C2C(=NNC2=C1)C ((S)-2-tert-butyl 3-ethyl 8-(2-amino-6-((4-(3-methyl-1H-indazol-6-yl)phenoxy)methyl)pyrimidin-4-yl)-2,8-diazaspiro[4.5]decane-2,3-dicarboxylate). RXN SMILES: [NH2:1][C:2]1[N:7]=[C:6]([N:8]2[CH2:29][CH2:28][C:11]3([CH2:15][N:14]([C:16]([O:18][C:19]([CH3:22])([CH3:21])[CH3:20])=[O:17])[C@H:13]([C:23]([O:25][CH2:26][CH3:27])=[O:24])[CH2:12]3)[CH2:10][CH2:9]2)[CH:5]=[C:4]([CH2:30][O:31][C:32]2[CH:37]=[CH:36][C:35](Br)=[CH:34][CH:33]=2)[N:3]=1.[CH3:39][C:40]1[C:48]2[C:43](=[CH:44][C:45](B3OC(C)(C)C(C)(C)O3)=[CH:46][CH:47]=2)[NH:42][N:41]=1.C([O-])([O-])=O.[Na+].[Na+]>O1CCOCC1.C1C=CC(P(C2C=CC=CC=2)[C-]2C=CC=C2)=CC=1.C1C=CC(P(C2C=CC=CC=2)[C-]2C=CC=C2)=CC=1.Cl[Pd]Cl.[Fe+2]>[NH2:1][C:2]1[N:7]=[C:6]([N:8]2[CH2:29][CH2:28][C:11]3([CH2:15][N:14]([C:16]([O:18][C:19]([CH3:22])([CH3:21])[CH3:20])=[O:17])[C@H:13]([C:23]([O:25][CH2:26][CH3:27])=[O:24])[CH2:12]3)[CH2:10][CH2:9]2)[CH:5]=[C:4]([CH2:30][O:31][C:32]2[CH:37]=[CH:36][C:35]([C:45]3[CH:44]=[C:43]4[C:48]([C:40]([CH3:39])=[N:41][NH:42]4)=[CH:47][CH:46]=3)=[CH:34][CH:33]=2)[N:3]=1 |f:2.3.4,6.7.8.9|. Procedure details: A mixture of (S)-2-tert-butyl 3-ethyl 8-(2-amino-6-((4-bromophenoxy)methyl)pyrimidin-4-yl)-2,8-diazaspiro[4.5]decane-2,3-dicarboxylate (350 mg, 0.56 mmol), 3-methyl-6-(4,4,5,5-tetramethyl-1,3,2-dioxaborolan-2-yl)-1H-indazole (285 mg, 1.1 mmol) and Pd(dppf)Cl2 (62 mg, 0.09 mmol) in dioxane (5 mL)/aq. Na2CO3 solution (2.0 M, 5 mL) was heated to 90° C. for 4 h. The reaction was cooled to RT, the solids filtered away, and the solution concentrated in vacuo. Purification on normal phase silica gel (C... Starting materials: O=[N+]([O-])c1cccc2ccc(Br)cc12, [Fe], O. Yields the product Nc1cccc2ccc(Br)cc12. Reaction SMILES: [Br:1][c:2]1[cH:3][c:4]2[c:5]([N+:12]([O-:13])=[O:14])[cH:6][cH:7][cH:8][c:9]2[cH:10][cH:11]1.[Fe:16].[OH2:15]>>[Br:1][c:2]1[cH:3][c:4]2[c:5]([NH2:12])[cH:6][cH:7][cH:8][c:9]2[cH:10][cH:11]1. Reactants: C(C)N1C(CC2=CC=CC=C12)=O (1-ethyloxindole), COC(Cl)Cl (dichloromethyl methyl ether), COC(Cl)Cl (dichloromethyl methyl ether). The reagents and catalysts are [Ti](Cl)(Cl)(Cl)Cl (titanium tetrachloride), [Ti](Cl)(Cl)(Cl)Cl (titanium tetrachloride). Solvent: C(Cl)Cl (methylene chloride). Run at temperature 25 celsius, time 10.5 day. The product is C(C)N1C(CC2=CC(=CC=C12)C=O)=O (1-ethyl-5-formyloxindole). Isolated yield 76.0%. As a reaction SMILES: [CH2:1]([N:3]1[C:11]2[C:6](=[CH:7][CH:8]=[CH:9][CH:10]=2)[CH2:5][C:4]1=[O:12])[CH3:2].[CH3:13][O:14]C(Cl)Cl>[Ti](Cl)(Cl)(Cl)Cl.C(Cl)Cl>[CH2:1]([N:3]1[C:11]2[C:6](=[CH:7][C:8]([CH:13]=[O:14])=[CH:9][CH:10]=2)[CH2:5][C:4]1=[O:12])[CH3:2]. Procedure details: To a solution of 32.2 g. (0.2 mole) of 1-ethyloxindole in 200 ml. of methylene chloride was added 44 ml. (0.4 mole) of titanium tetrachloride followed by 22.6 ml. (0.25 mole) of dichloromethyl methyl ether. The reaction was stirred for 10.5 days at 25° C. followed by the addition of additional titanium tetrachloride and dichloromethyl methyl ether every 48 hours. The reaction was poured onto 1 l. of ice and water and extracted with methylene chloride. Concentration of the dried extract gave the ... Reactants: solution, solution, C(#N)[BH3-].[Na+] (sodium cyanoborohydride), COC=1C=CC2=C(C(=C(O2)C(CCCCSC)=O)C)C1 (1-(5-methoxy-3-methyl-1-benzofuran-2-yl)-5-(methylsulfanyl)pentan-1-one), C(O)([O-])=O.[Na+] (sodium hydrogen carbonate), NC1=CC=C(C(=O)OC)C=C1 (methyl 4-aminobenzoate), C(O)([O-])=O.[Na+] (sodium hydrogen carbonate). Reagents/catalysts: [Ti](Cl)(Cl)(Cl)Cl (titanium (IV) chloride). The solvent is C(Cl)Cl (methylene chloride), O1CCCC1 (tetrahydrofuran), C(C)(=O)O (acetic acid), C(Cl)Cl (methylene chloride), C(C)N(CC)CC (triethylamine). Conditions: time 3.5 day. Yields the product COC=1C=CC2=C(C(=C(O2)C(CCCCSC)NC2=CC=C(C(=O)OC)C=C2)C)C1 (methyl 4-{[1-(5-methoxy-3-methyl-1-benzofuran-2-yl)-5-(methylsulfanyl)pentyl]amino}benzoate). The yield is 67.0%. RXN SMILES: [CH3:1][O:2][C:3]1[CH:4]=[CH:5][C:6]2[O:10][C:9]([C:11](=O)[CH2:12][CH2:13][CH2:14][CH2:15][S:16][CH3:17])=[C:8]([CH3:19])[C:7]=2[CH:20]=1.[NH2:21][C:22]1[CH:31]=[CH:30][C:25]([C:26]([O:28][CH3:29])=[O:27])=[CH:24][CH:23]=1.C(=O)([O-])O.[Na+].C([BH3-])#N.[Na+]>C(Cl)Cl.O1CCCC1.[Ti](Cl)(Cl)(Cl)Cl.C(O)(=O)C.C(N(CC)CC)C>[CH3:1][O:2][C:3]1[CH:4]=[CH:5][C:6]2[O:10][C:9]([CH:11]([NH:21][C:22]3[CH:23]=[CH:24][C:25]([C:26]([O:28][CH3:29])=[O:27])=[CH:30][CH:31]=3)[CH2:12][CH2:13][CH2:14][CH2:15][S:16][CH3:17])=[C:8]([CH3:19])[C:7]=2[CH:20]=1 |f:2.3,4.5|. Procedure: To a mixture of 1-(5-methoxy-3-methyl-1-benzofuran-2-yl)-5-(methylsulfanyl)pentan-1-one (658 mg) synthesized above, methyl 4-aminobenzoate (375 mg), triethylamine (2.50 mL) and methylene chloride (10 mL) was added a 1.0M solution (2.70 mL) of titanium (IV) chloride in methylene chloride at 0° C., and the mixture was stirred under argon atmosphere at room temperature for 3.5 days. Saturated aqueous sodium hydrogen carbonate solution was added to quench the reaction, methylene chloride was evapora... The reactants are C1=C(C=CC2=CC=CC=C12)O (β-naphthol), ClCC1=CC=C(C(=O)Cl)C=C1 (p-chloromethylbenzoyl chloride), Cl (HCl), N1=CC=CC=C1 (pyridine). The solvent is C1=CC=CC=C1 (benzene), C1=CC=CC=C1 (benzene). Product: C1=C(C=CC2=CC=CC=C12)OC(C1=CC=C(C=C1)CCl)=O (p-Chloromethylbenzoicacid-β-naphthylester). Reaction SMILES: [CH:1]1[C:10]2[C:5](=[CH:6][CH:7]=[CH:8][CH:9]=2)[CH:4]=[CH:3][C:2]=1[OH:11].N1C=CC=CC=1.[Cl:18][CH2:19][C:20]1[CH:28]=[CH:27][C:23]([C:24](Cl)=[O:25])=[CH:22][CH:21]=1.Cl>C1C=CC=CC=1>[CH:1]1[C:10]2[C:5](=[CH:6][CH:7]=[CH:8][CH:9]=2)[CH:4]=[CH:3][C:2]=1[O:11][C:24](=[O:25])[C:23]1[CH:27]=[CH:28][C:20]([CH2:19][Cl:18])=[CH:21][CH:22]=1. Reported procedure: This ester was prepared by Method C by placing 72.1 g (0.5 mole) of β-naphthol, suspended in 150 ml of benzene, and 0.5 ml of pyridine in the vessel, adding all at once, at room temperature, a solution of 95 g (0.5 mole) of p-chloromethylbenzoyl chloride in 80 ml of benzene, and refluxing this reaction mixture for 6 hours, while passing a weak current of nitrogen through the apparatus. The HCl cleavage began at about 40° C., and at an internal temperature of 50° C., a clear, homogeneous solution... Starting materials: C1(CC1)COC1=C(C=CC(=N1)C(=O)O)N1CC(C1)(F)F (6-(cyclopropylmethoxy)-5-(3,3-difluoroazetidin-1-yl)picolinic acid), FC(C(=O)O)(F)F.CNC1=CC=CC=C1 (N-methylaniline 2,2,2-trifluoroacetate). The product is CN(C(=O)C1=NC(=C(C=C1)N1CC(C1)(F)F)OCC1CC1)C1=CC=CC=C1 (6-Cyclopropylmethoxy-5-(3,3-difluoro-azetidin-1-yl)-pyridine-2-carboxylic acid methyl-phenyl-amide). Reaction SMILES: [CH:1]1([CH2:4][O:5][C:6]2[N:11]=[C:10]([C:12]([OH:14])=O)[CH:9]=[CH:8][C:7]=2[N:15]2[CH2:18][C:17]([F:20])([F:19])[CH2:16]2)[CH2:3][CH2:2]1.FC(F)(F)C(O)=O.[CH3:28][NH:29][C:30]1[CH:35]=[CH:34][CH:33]=[CH:32][CH:31]=1>>[CH3:28][N:29]([C:30]1[CH:35]=[CH:34][CH:33]=[CH:32][CH:31]=1)[C:12]([C:10]1[CH:9]=[CH:8][C:7]([N:15]2[CH2:18][C:17]([F:20])([F:19])[CH2:16]2)=[C:6]([O:5][CH2:4][CH:1]2[CH2:2][CH2:3]2)[N:11]=1)=[O:14] |f:1.2|. Reported procedure: The title compound was synthesized in analogy to Example 47b), using 6-(cyclopropylmethoxy)-5-(3,3-difluoroazetidin-1-yl)picolinic acid (Example 1 b) and N-methylaniline 2,2,2-trifluoroacetate (CAS 29885-95-8) as starting materials and isolated as colorless oil. MS (EI): m/e=374.5 [MH+]. Starting materials: C=C1CC(=O)OC1=O, CCCCCC, CCOC(C)=O, N#Cc1cnc2ccc(N)cc2c1Nc1cccc(Br)c1, O. Yields the product C=C(CC(=O)Nc1ccc2ncc(C#N)c(Nc3cccc(Br)c3)c2c1)C(=O)O. Reaction SMILES: [C:1]1(=[O:8])[C:2](=[CH2:3])[CH2:4][C:5](=[O:6])[O:7]1.[CH3:31][CH2:32][CH2:33][CH2:34][CH2:35][CH3:36].[CH3:37][CH2:38][O:39][C:40](=[O:41])[CH3:42].[NH2:9][c:10]1[cH:11][c:12]2[c:13]([NH:22][c:23]3[cH:24][c:25]([Br:29])[cH:26][cH:27][cH:28]3)[c:14]([C:20]#[N:21])[cH:15][n:16][c:17]2[cH:18][cH:19]1.[OH2:30]>>[C:1]([C:2](=[CH2:3])[CH2:4][C:5](=[O:6])[NH:9][c:10]1[cH:11][c:12]2[c:13]([NH:22][c:23]3[cH:24][c:25]([Br:29])[cH:26][cH:27][cH:28]3)[c:14]([C:20]#[N:21])[cH:15][n:16][c:17]2[cH:18][cH:19]1)([OH:7])=[O:8].